Dataset: the Open Reaction Database (ORD), a public repository of structured organic reaction records. Task: describe an organic reaction: reactants, conditions, products, and yield Starting materials: Brc1ccc2nccc(I)c2c1, O=C([O-])[O-], CC1(C)OB(c2cn[nH]c2)OC1(C)C, [K+], [K+], C1COCCO1. The product is Brc1ccc2nccc(-c3cn[nH]c3)c2c1. Reaction SMILES: [Br:1][c:2]1[cH:3][c:4]2[c:5]([I:12])[cH:6][cH:7][n:8][c:9]2[cH:10][cH:11]1.[C:27](=[O:28])([O-:29])[O-:30].[CH3:13][C:14]1([CH3:15])[C:16]([CH3:17])([CH3:18])[O:19][B:20]([c:21]2[cH:22][n:23][nH:24][cH:25]2)[O:26]1.[K+:31].[K+:32].[O:33]1[CH2:34][CH2:35][O:36][CH2:37][CH2:38]1>>[Br:1][c:2]1[cH:3][c:4]2[c:5](-[c:21]3[cH:22][n:23][nH:24][cH:25]3)[cH:6][cH:7][n:8][c:9]2[cH:10][cH:11]1. The reactants are C(C)(=O)O (acetic acid), ClC1=C(C(=CC(=C1)C(F)(F)F)Cl)NN (2,6-dichloro-4-trifluoromethylphenylhydrazine), C(C1=CC=CC=C1)(=O)CC#N (benzoylacetonitrile). Run in C(C)O (ethanol), C(C)O (ethanol). The product is NC1=CC(=NN1C1=C(C=C(C=C1Cl)C(F)(F)F)Cl)C1=CC=CC=C1 (5-Amino-1-(2,6-dichloro-4-trifluoromethylphenyl)-3-phenylpyrazole), δ(CDCl3). RXN SMILES: [Cl:1][C:2]1[CH:7]=[C:6]([C:8]([F:11])([F:10])[F:9])[CH:5]=[C:4]([Cl:12])[C:3]=1[NH:13][NH2:14].[C:15]([CH2:23][C:24]#[N:25])(=O)[C:16]1[CH:21]=[CH:20][CH:19]=[CH:18][CH:17]=1.C(O)(=O)C>C(O)C>[NH2:25][C:24]1[N:13]([C:3]2[C:2]([Cl:1])=[CH:7][C:6]([C:8]([F:9])([F:11])[F:10])=[CH:5][C:4]=2[Cl:12])[N:14]=[C:15]([C:16]2[CH:21]=[CH:20][CH:19]=[CH:18][CH:17]=2)[CH:23]=1. Procedure: A solution of 2,6-dichloro-4-trifluoromethylphenylhydrazine (0.245 g) in ethanol (2 ml) was added to a stirred solution of benzoylacetonitrile (0.145 g) in ethanol (8 ml) and the resulting solution heated under reflux for 6 hours. Glacial acetic acid (1 ml) was added and the resulting mixture heated under reflux for a further 6 hours and then evaporated under reduced pressure. The residue was purified by column chromatography on silica gel (10 g), using dichloromethane as eluant, followed by rev... Starting materials: C(C)OC(=O)C1CN(CC1C1=CSC=C1)C(C)C1=CC=CC=C1 (1-(1-Phenyl-ethyl)-4-thiophen-3-yl-pyrrolidine-3-carboxylic acid ethyl ester), C1C2CC3=C(C2CN1)SC=C3C#N (1,2,3,3a,7,7a-Hexahydro-4-thia-2-aza-cyclopenta[α]pentalene-6-carbonitrile). Solvent: Cl (HCl). Reaction conditions: temperature 80 celsius, time 12 hour. Yields the product C1(=CC=CC=C1)C(C)N1CC(C(C1)C1=CSC=C1)C(=O)O (1-(1-Phenyl-ethyl)-4-thiophen-3-yl-pyrrolidine-3-carboxylic acid). RXN SMILES: C([O:3][C:4]([CH:6]1[CH:10]([C:11]2[CH:15]=[CH:14][S:13][CH:12]=2)[CH2:9][N:8]([CH:16]([C:18]2[CH:23]=[CH:22][CH:21]=[CH:20][CH:19]=2)[CH3:17])[CH2:7]1)=[O:5])C.C1NCC2C1CC1C(C#N)=CSC=12>Cl>[C:18]1([CH:16]([N:8]2[CH2:9][CH:10]([C:11]3[CH:15]=[CH:14][S:13][CH:12]=3)[CH:6]([C:4]([OH:5])=[O:3])[CH2:7]2)[CH3:17])[CH:23]=[CH:22][CH:21]=[CH:20][CH:19]=1. Procedure details: The product from step b), diastereomer 1 (1.4 g, 4.3 mmol) was dissolved in 12 M HCl (10 mL) and was stirred at 80° C. for 12 hours. The reaction mix then was cooled to room temperature and evaporated to dryness to afford the subtitle compound. MS calculated for C17H19NO2S+H: 302, observed: 302. Reactants: ClCCCl, [K+], CN(C)C=O, CN(C)C=O, [OH-], O, O=P(Cl)(Cl)Cl, O=P(Cl)(Cl)Cl, c1cc(-n2c3ccccc3c3ccccc32)nc(-n2c3ccccc3c3ccccc32)c1. Product: O=Cc1ccc2c(c1)c1ccccc1n2-c1cccc(-n2c3ccccc3c3ccccc32)n1. RXN SMILES: [Cl:51][CH2:52][CH2:53][Cl:54].[K+:49].[O:38]=[CH:39][N:40]([CH3:41])[CH3:42].[O:55]=[CH:56][N:57]([CH3:58])[CH3:59].[OH-:48].[OH2:50].[P:33]([Cl:34])([Cl:35])([Cl:36])=[O:37].[P:43]([Cl:44])([Cl:45])([Cl:46])=[O:47].[cH:1]1[cH:2][cH:3][cH:4][c:5]2[c:6]3[cH:7][cH:8][cH:9][cH:10][c:11]3[n:12](-[c:14]3[n:15][c:16](-[n:20]4[c:21]5[cH:22][cH:23][cH:24][cH:25][c:26]5[c:27]5[cH:28][cH:29][cH:30][cH:31][c:32]45)[cH:17][cH:18][cH:19]3)[c:13]12>>[cH:1]1[cH:2][cH:3][cH:4][c:5]2[c:6]3[cH:7][cH:8][cH:9][cH:10][c:11]3[n:12](-[c:14]3[n:15][c:16](-[n:20]4[c:21]5[cH:22][cH:23][cH:24][cH:25][c:26]5[c:27]5[cH:28][c:29]([CH:39]=[O:38])[cH:30][cH:31][c:32]45)[cH:17][cH:18][cH:19]3)[c:13]12.